From a dataset of the Open Reaction Database (ORD), a public repository of structured organic reaction records. describe an organic reaction: reactants, conditions, products, and yield Starting materials: C(CC#N)#N (malononitrile), C(C1=CC=CC=C1)(=O)NN (benzoic hydrazide), C1(=CC=CC=C1)NN=C(C#N)C#N (2-(phenylhydrazono)malononitrile), NC1=CC=CC=C1 (aniline). Product: NC1=NN(C(=C1N=NC1=CC=CC=C1)N)C(=O)C1=CC=CC=C1 ((3,5-diamino-4-phenylazopyrazol-1-yl)phenylmethanone), compound. The yield is 13.0%. RXN SMILES: [C:1]1([NH:7][N:8]=[C:9]([C:12]#[N:13])[C:10]#[N:11])[CH:6]=[CH:5][CH:4]=[CH:3][CH:2]=1.NC1C=CC=CC=1.C(#N)CC#N.[C:26]([NH:34][NH2:35])(=[O:33])[C:27]1[CH:32]=[CH:31][CH:30]=[CH:29][CH:28]=1>>[NH2:11][C:10]1[C:9]([N:8]=[N:7][C:1]2[CH:2]=[CH:3][CH:4]=[CH:5][CH:6]=2)=[C:12]([NH2:13])[N:34]([C:26]([C:27]2[CH:32]=[CH:31][CH:30]=[CH:29][CH:28]=2)=[O:33])[N:35]=1. Reported procedure: (3,5-diamino-4-phenylazopyrazol-1-yl)phenylmethanone was prepared using 85 mg (0.5 mmol) of 2-(phenylhydrazono)malononitrile, which was derived from aniline (10 mL, 107 mmol) and malononitrile (161 mmol), and benzoic hydrazide (68 mg, 0.5 mmol). Solids had not formed after heating the reaction at 75° C. for 3 hrs, however, analysis of the reaction solution by TLC indicated that no starting material remained. The solution was allowed to cool to ambient temperature and the solvent was evaporated. ... Run in CCOCC (ether), CCOCC (ether). Reactants: ClC=1C=C(C=CC1Cl)C1(CCC1)C#N (1-(3,4-dichlorophenyl)cyclobutanecarbonitrile), COCCC[Mg]Br (3-methoxypropylmagnesium bromide), ice, Cl (hydrochloric acid), BrCCCOC (1-bromo-3-methoxypropane), [Mg] (magnesium). Reaction SMILES: [Cl:1][C:2]1[CH:3]=[C:4]([C:9]2([C:13]#N)[CH2:12][CH2:11][CH2:10]2)[CH:5]=[CH:6][C:7]=1[Cl:8].[CH3:15][O:16][CH2:17][CH2:18][CH2:19][Mg]Br.BrCCC[O:26]C.[Mg].Cl>CCOCC>[Cl:1][C:2]1[CH:3]=[C:4]([C:9]2([CH2:13][C:19](=[O:26])[CH2:18][CH2:17][O:16][CH3:15])[CH2:12][CH2:11][CH2:10]2)[CH:5]=[CH:6][C:7]=1[Cl:8]. Yields the product ClC=1C=C(C=CC1Cl)C1(CCC1)CC(CCOC)=O (1-[1-(3,4-dichlorophenyl)cyclobutyl]-4-methoxybutanone). Conditions: time 48 hour. Reported procedure: A solution of 1-(3,4-dichlorophenyl)cyclobutanecarbonitrile (15 g) in ether (50 ml) was added dropwise to a stirred solution of 3-methoxypropylmagnesium bromide [prepared in the usual manner from 1-bromo-3-methoxypropane (15.3 g) and magnesium (2.4 g)] in ether (55 ml), then the mixture was stirred at reflux temperature for 2.5 hours, cooled to ambient temperature, and added to a mixture of crushed ice (100 g) and concentrated hydrochloric acid (80 ml). The resulting mixture was heated at 95° C.... Starting materials: C(C)(C)(C)C1C(C2=CC=CC=C2C1)O (2-t-butyl-1-indanol), C1(=CC=C(C=C1)S(=O)(=O)O)C (p-toluenesulfonic acid), O (Water). The solvent is C1=CC=CC=C1 (benzene). Yields the product C(C)(C)(C)C=1CC2=CC=CC=C2C1 (2-t-butyl-indene). Isolated yield 99.8%. Reaction SMILES: [C:1]([CH:5]1[CH2:13][C:12]2[C:7](=[CH:8][CH:9]=[CH:10][CH:11]=2)[CH:6]1O)([CH3:4])([CH3:3])[CH3:2].C1(C)C=CC(S(O)(=O)=O)=CC=1.O>C1C=CC=CC=1>[C:1]([C:5]1[CH2:13][C:12]2[C:7]([CH:6]=1)=[CH:8][CH:9]=[CH:10][CH:11]=2)([CH3:4])([CH3:2])[CH3:3]. Reported procedure: A solution of 2-t-butyl-1-indanol (8.19 g, 43.1 mmol) and p-toluenesulfonic acid (0.200 g, 1.05 mmol) in benzene was heated under reflux for 0.5 h. Water (20 mL) was added. Aqueous layer was extracted with ether (4*50 mL). All organic layers were combined, washed with water (20 mL), brine (10 mL) and concentrated to produce 7.41 g (100 g) of 2-t-butyl-indene. 1H-NMR (CDCl3) δ 1.18 (s, 9 H), 3.30 (s, 2H), 6.45 (s, 1H), 7.02 (tdd, J=7.3, 1.4, 0.3 Hz, 1H), 7.14 (br t, J=7.5 Hz, 1H), 7.19 (br d, J=7... The reactants are CN(C)CC1(c2ccc(O)cc2)CCOCC1, CCN(CC)CCCCl, [K+], [K+], O=C([O-])[O-], CN(C)C=O. Yields the product CCN(CC)CCCOc1ccc(C2(CN(C)C)CCOCC2)cc1. Reaction SMILES: [CH3:1][N:2]([CH3:3])[CH2:4][C:5]1([c:11]2[cH:12][cH:13][c:14]([OH:17])[cH:15][cH:16]2)[CH2:6][CH2:7][O:8][CH2:9][CH2:10]1.[Cl:18][CH2:19][CH2:20][CH2:21][N:22]([CH2:23][CH3:24])[CH2:25][CH3:26].[K+:27].[K+:28].[O-:29][C:30]([O-:31])=[O:32].[O:33]=[CH:34][N:35]([CH3:36])[CH3:37]>>[CH3:1][N:2]([CH3:3])[CH2:4][C:5]1([c:11]2[cH:12][cH:13][c:14]([O:17][CH2:19][CH2:20][CH2:21][N:22]([CH2:23][CH3:24])[CH2:25][CH3:26])[cH:15][cH:16]2)[CH2:6][CH2:7][O:8][CH2:9][CH2:10]1. Starting materials: C[O-], CO, COC(=O)c1sc2ccccc2c1NCCN, Cl, Cl, [Na+]. The product is O=C1NCCNc2c1sc1ccccc21. Reaction SMILES: [CH3:19][O-:20].[CH3:23][OH:24].[CH3:2][O:3][C:4](=[O:5])[c:6]1[c:7]([NH:15][CH2:16][CH2:17][NH2:18])[c:8]2[c:9]([s:10]1)[cH:11][cH:12][cH:13][cH:14]2.[ClH:1].[ClH:22].[Na+:21]>>[O:3]=[C:4]1[c:6]2[c:7]([c:8]3[c:9]([s:10]2)[cH:11][cH:12][cH:13][cH:14]3)[NH:15][CH2:16][CH2:17][NH:18]1. Starting materials: CCOCC (ether), Cl (hydrogen chloride), CCOCC (ether), C(C)N(CCN(CC1=CC=C(C=C1)C1=CC=C(C=C1)Cl)C(=O)CN1C(=NC(C(=C1)CC=1C=NN(C1)C)=O)SCC1=CC=C(C=C1)F)CC (1-(N-(2-(diethylamino)ethyl)-N-(4-(4-chlorophenyl)benzyl)aminocarbonylmethyl)-2-(4-fluorobenzyl)thio-5-(1-methyl-4-pyrazolylmethyl)pyrimidin-4-one). Solvent: ClCCl (dichloromethane). The product is Cl.C(C)N(CCN(CC1=CC=C(C=C1)C1=CC=C(C=C1)Cl)C(=O)CN1C(=NC(C(=C1)CC=1C=NN(C1)C)=O)SCC1=CC=C(C=C1)F)CC (1-(N-(2-(diethylamino)ethyl)-N-(4-(4-chlorophenyl)benzyl)aminocarbonylmethyl)-2-(4-fluorobenzyl)thio-5-(1-methyl-4-pyrazolylmethyl)pyrimidin-4-one hydrochloride). RXN SMILES: [CH2:1]([N:3]([CH2:47][CH3:48])[CH2:4][CH2:5][N:6]([C:21]([CH2:23][N:24]1[CH:29]=[C:28]([CH2:30][C:31]2[CH:32]=[N:33][N:34]([CH3:36])[CH:35]=2)[C:27](=[O:37])[N:26]=[C:25]1[S:38][CH2:39][C:40]1[CH:45]=[CH:44][C:43]([F:46])=[CH:42][CH:41]=1)=[O:22])[CH2:7][C:8]1[CH:13]=[CH:12][C:11]([C:14]2[CH:19]=[CH:18][C:17]([Cl:20])=[CH:16][CH:15]=2)=[CH:10][CH:9]=1)[CH3:2].Cl.CCOCC>ClCCl>[ClH:20].[CH2:47]([N:3]([CH2:1][CH3:2])[CH2:4][CH2:5][N:6]([C:21]([CH2:23][N:24]1[CH:29]=[C:28]([CH2:30][C:31]2[CH:32]=[N:33][N:34]([CH3:36])[CH:35]=2)[C:27](=[O:37])[N:26]=[C:25]1[S:38][CH2:39][C:40]1[CH:45]=[CH:44][C:43]([F:46])=[CH:42][CH:41]=1)=[O:22])[CH2:7][C:8]1[CH:13]=[CH:12][C:11]([C:14]2[CH:15]=[CH:16][C:17]([Cl:20])=[CH:18][CH:19]=2)=[CH:10][CH:9]=1)[CH3:48] |f:4.5|. Reported procedure: The free base from Example 6 (8.7 g, 1 equiv) was dissolved in dichloromethane (50 ml) and 1M hydrogen chloride in ether (1 equiv) was added dropwise under argon. The mixture was evaporated to ca. half volume and sonicated to obtain a clear solution, which was transferred to a syringe and added dropwise to ether (200 ml) with vigorous stirring. The white solid was filtered off, washed with ether and dried in vacuo; yield 8.55 g. 1H-NMR (DMSO, ca 2:1 rotamer mixture) δ 1.14–1.24 (6H,m), 3.1 (6H, ... The reactants are NC(C=1C=C2C(CC3(CCN(CC3)C(=O)OC(C)(C)C)OC2=CC1)O[Si](C)(C)C(C)(C)C)=NOC(=O)OCC(CCCC)CC (tert-butyl 6-{amino[({[(2-ethylhexyl)oxy]carbonyl}oxy)imino]methyl}-4-{[tert-butyl(dimethyl)silyl]oxy}spiro[chroman-2,4′-piperidine]-1′-carboxylate). Run in C=1(C(=CC=CC1)C)C (xylene). Yields the product [Si](C)(C)(C(C)(C)C)OC1CC2(CCN(CC2)C(=O)OC(C)(C)C)OC2=CC=C(C=C12)C1=NOC(N1)=O (tert-butyl 4-{[tert-butyl(dimethyl)silyl]oxy}-6-(5-oxo-4,5-dihydro-1,2,4-oxadiazol-3-yl)spiro[chroman-2,4′-piperidine]-1′-carboxylate). As a reaction SMILES: [NH2:1][C:2](=[N:33][O:34][C:35](OCC(CC)CCCC)=[O:36])[C:3]1[CH:4]=[C:5]2[C:22](=[CH:23][CH:24]=1)[O:21][C:8]1([CH2:13][CH2:12][N:11]([C:14]([O:16][C:17]([CH3:20])([CH3:19])[CH3:18])=[O:15])[CH2:10][CH2:9]1)[CH2:7][CH:6]2[O:25][Si:26]([C:29]([CH3:32])([CH3:31])[CH3:30])([CH3:28])[CH3:27]>C1(C)C(C)=CC=CC=1>[Si:26]([O:25][CH:6]1[C:5]2[C:22](=[CH:23][CH:24]=[C:3]([C:2]3[NH:1][C:35](=[O:36])[O:34][N:33]=3)[CH:4]=2)[O:21][C:8]2([CH2:9][CH2:10][N:11]([C:14]([O:16][C:17]([CH3:20])([CH3:18])[CH3:19])=[O:15])[CH2:12][CH2:13]2)[CH2:7]1)([C:29]([CH3:30])([CH3:32])[CH3:31])([CH3:28])[CH3:27]. Procedure: A solution of tert-butyl 6-{amino[({[(2-ethylhexyl)oxy]carbonyl}oxy)imino]methyl}-4-{[tert-butyl(dimethyl)silyl]oxy}spiro[chroman-2,4′-piperidine]-1′-carboxylate in 100 mL of xylene was stirred at 145° C. for 14 h. The reaction mixture was cooled to r.t., and concentrated in reduced pressure. The residue was purified by column chromatography on silica gel using a mixture of hexane-AcOEt (100/1-35/65) as an eluent to give the product as an off-white solid. Reactants: ClC(=O)C1=CC(=C(C(=C1)C)OC(C)=O)C (acetic acid 4-chlorocarbonyl-2,6-dimethylphenyl ester), NC1=CC=NC=C1C(=O)O (4-amino-nicotinic acid), N1=CC=CC=C1 (pyridine). The solvent is C(Cl)Cl (CH2Cl2). Conditions: time 40 hour. The product is CC1=C(C(=CC(=C1)C=1OC(C2=C(N1)C=CN=C2)=O)C)OC(C)=O (acetic acid 2,6-dimethyl-4-(4-oxo-4H-pyrido[4,3-d][1,3]oxazin-2-yl)-phenyl ester). RXN SMILES: Cl[C:2]([C:4]1[CH:9]=[C:8]([CH3:10])[C:7]([O:11][C:12](=[O:14])[CH3:13])=[C:6]([CH3:15])[CH:5]=1)=[O:3].[NH2:16][C:17]1[C:22]([C:23](O)=[O:24])=[CH:21][N:20]=[CH:19][CH:18]=1.N1C=CC=CC=1>C(Cl)Cl>[CH3:10][C:8]1[CH:9]=[C:4]([C:2]2[O:3][C:23](=[O:24])[C:22]3[CH:21]=[N:20][CH:19]=[CH:18][C:17]=3[N:16]=2)[CH:5]=[C:6]([CH3:15])[C:7]=1[O:11][C:12](=[O:14])[CH3:13]. Reported procedure: To a solution of acetic acid 4-chlorocarbonyl-2,6-dimethylphenyl ester (2.32 g, 10.0 mmol) in anhydrous CH2Cl2 (30 mL) were added 4-amino-nicotinic acid (4) (1.10 g, 8.00 mmol) and pyridine (2.37 g, 30.0 mmol). The reaction mixture was stirred at room temperature under nitrogen for 40 hours. Solvent was evaporated. The residue was diluted with methanol (20 mL). The solid separated was filtered, washed with methanol (2×10 mL) and dried under vacuum to give acetic acid 2,6-dimethyl-4-(4-oxo-4H-pyr... Starting materials: CCCCBr, CCCCCCCCCCCCOC(=O)CCN1CCN(C)CC1, CO, CC(C)O, I, Cc1ccccc1. Product: [Br-], CCCCCCCCCCCCOC(=O)CCN1CC[N+](C)(CCCC)CC1. RXN SMILES: [CH2:25]([CH2:26][CH2:27][CH3:28])[Br:29].[CH3:1][N:2]1[CH2:3][CH2:4][N:5]([CH2:8][CH2:9][C:10](=[O:11])[O:12][CH2:13][CH2:14][CH2:15][CH2:16][CH2:17][CH2:18][CH2:19][CH2:20][CH2:21][CH2:22][CH2:23][CH3:24])[CH2:6][CH2:7]1.[CH3:42][OH:43].[CH:30]([OH:31])([CH3:32])[CH3:33].[I:34].[c:35]1([CH3:36])[cH:37][cH:38][cH:39][cH:40][cH:41]1>>[Br-:29].[CH3:1][N+:2]1([CH2:25][CH2:26][CH2:27][CH3:28])[CH2:3][CH2:4][N:5]([CH2:8][CH2:9][C:10](=[O:11])[O:12][CH2:13][CH2:14][CH2:15][CH2:16][CH2:17][CH2:18][CH2:19][CH2:20][CH2:21][CH2:22][CH2:23][CH3:24])[CH2:6][CH2:7]1. Starting materials: COCCl (methoxymethyl chloride), C(C)(C)N(CC)C(C)C (diisopropylethylamine), OCCCCCCCCCCCCCCCC(=O)OCC (ethyl 16-hydroxyhexadecanoate). Solvent: C(Cl)(Cl)Cl (chloroform), ClCCl (dichloromethane). Run at time 8 hour. Product: COCOCCCCCCCCCCCCCCCC(=O)OCC (Ethyl 16-methoxymethoxyhexadecanoate). As a reaction SMILES: [OH:1][CH2:2][CH2:3][CH2:4][CH2:5][CH2:6][CH2:7][CH2:8][CH2:9][CH2:10][CH2:11][CH2:12][CH2:13][CH2:14][CH2:15][CH2:16][C:17]([O:19][CH2:20][CH3:21])=[O:18].[CH3:22][O:23][CH2:24]Cl.C(N(C(C)C)CC)(C)C>ClCCl.C(Cl)(Cl)Cl>[CH3:22][O:23][CH2:24][O:1][CH2:2][CH2:3][CH2:4][CH2:5][CH2:6][CH2:7][CH2:8][CH2:9][CH2:10][CH2:11][CH2:12][CH2:13][CH2:14][CH2:15][CH2:16][C:17]([O:19][CH2:20][CH3:21])=[O:18]. Procedure details: To a solution of 5.44 g of ethyl 16-hydroxyhexadecanoate in 80 ml of dichloromethane was added under ice-cooling 1.63 ml of methoxymethyl chloride, 4.1 ml of diisopropylethylamine was added dropwise and then the mixture was stirred overnight. The reaction solution was diluted with chloroform, washed with water, dried over anhydrous sodium sulfate and distilled under reduced pressure. The residue was chromatographed over a silica gel column to afford the title compound as a colorless oily substan...